This data is from the Open Reaction Database (ORD), a public repository of structured organic reaction records. The task is: describe an organic reaction: reactants, conditions, products, and yield Reactants: C(C)(=O)OCC (ethyl acetate), C1(CCCCCO1)=O (Epsilon-caprolactone), (C4H9)4NOH, CN(C)C=O (DMF), CN(S(=O)(=O)C(C(C(C(F)(F)F)(F)F)(F)F)(F)F)C(C1=CC=C(C=C1)C1=CC=C(C=C1)CCl)(F)F (4-(N-methylperfluorobutanesulfonamidomethyl)-4′-chloromethylbiphenyl). Conditions: temperature 65 celsius, time 2 hour. Product: CN(S(=O)(=O)C(C(C(C(F)(F)F)(F)F)(F)F)(F)F)C(C1(CC=C(C=C1)C1=CC=CC=C1)COC(CCCCCO)=O)(F)F (4′-(N-methylperfluorobutanesulfonamidomethyl)-4′-(6-hydroxyhexanoyloxymethyl) biphenyl). Reaction SMILES: C1(=O)[O:7][CH2:6][CH2:5][CH2:4][CH2:3]C1.CN(C=O)C.[CH3:14][N:15]([C:32]([F:48])([F:47])[C:33]1[CH:38]=[CH:37][C:36]([C:39]2[CH:44]=[CH:43][C:42](CCl)=[CH:41][CH:40]=2)=[CH:35][CH:34]=1)[S:16]([C:19]([F:31])([F:30])[C:20]([F:29])([F:28])[C:21]([F:27])([F:26])[C:22]([F:25])([F:24])[F:23])(=[O:18])=[O:17].[C:49]([O:52][CH2:53]C)(=[O:51])[CH3:50]>>[CH3:14][N:15]([C:32]([F:48])([F:47])[C:33]1([CH2:53][O:52][C:49](=[O:51])[CH2:50][CH2:3][CH2:4][CH2:5][CH2:6][OH:7])[CH:34]=[CH:35][C:36]([C:39]2[CH:44]=[CH:43][CH:42]=[CH:41][CH:40]=2)=[CH:37][CH2:38]1)[S:16]([C:19]([F:30])([F:31])[C:20]([F:29])([F:28])[C:21]([F:26])([F:27])[C:22]([F:24])([F:25])[F:23])(=[O:18])=[O:17]. Procedure details: Epsilon-caprolactone (0.012 mol, 1.37 g) and (C4H9)4NOH (55% w/w in water, 0.012 mol, 5.66 g) were mixed and heated at 65° C. for 2 hr. Then, water was evaporated by a rotary evaporator. DMF (20 mL) and 4-(N-methylperfluorobutanesulfonamidomethyl)-4′-chloromethylbiphenyl (0.01 mol, 5.28 g) were added. The solution was stirred at 65° C. for 2 hr. The solution was diluted by ethyl acetate, washed by water, dried by anhydrous magnesium sulfate. Evaporation of solvent by a rotary evaporator gave 5.0...